This data is from the Open Reaction Database (ORD), a public repository of structured organic reaction records. The task is: describe an organic reaction: reactants, conditions, products, and yield Reaction SMILES: [CH2:8]([c:9]1[cH:10][cH:11][cH:12][cH:13][cH:14]1)[O:15][CH2:16][CH:17]([CH2:18][OH:19])[OH:20].[CH3:21][CH2:22][O:23][C:24](=[O:25])[CH3:26].[I+3:2]([O-:3])([O-:4])([O-:5])[O-:6].[Na+:7].[OH2:1]>>[CH2:8]([c:9]1[cH:10][cH:11][cH:12][cH:13][cH:14]1)[O:15][CH2:16][CH:17]=[O:20]. The product is O=CCOCc1ccccc1. The reactants are OCC(O)COCc1ccccc1, CCOC(C)=O, [O-][I+3]([O-])([O-])[O-], [Na+], O. The reactants are S1C(=CC=C1)CC(=O)NC1[C@@H]2N(C(=C(CS2)C(=O)OCCC)C(=O)OC(C2=CC=CC=C2)C2=CC=CC=C2)C1=O (Benzhydryl 7-thienylacetamido- 3-(n-propoxycarbonyl)-3-cephem-4-carboxylate), FC(C(=O)O)(F)F.C1(=CC=CC=C1)OC (trifluoroacetic acid anisole). The product is S1C(=CC=C1)CC(=O)NC1[C@@H]2N(C(=C(CS2)C(=O)OCCC)C(=O)O)C1=O (7-Thienylacetamido-3-(n-propoxycarbonyl)-3-cephem-4-carboxylic acid). RXN SMILES: [S:1]1[CH:5]=[CH:4][CH:3]=[C:2]1[CH2:6][C:7]([NH:9][CH:10]1[C:39](=[O:40])[N:12]2[C:13]([C:23]([O:25]C(C3C=CC=CC=3)C3C=CC=CC=3)=[O:24])=[C:14]([C:17]([O:19][CH2:20][CH2:21][CH3:22])=[O:18])[CH2:15][S:16][C@H:11]12)=[O:8].FC(F)(F)C(O)=O.C1(OC)C=CC=CC=1>>[S:1]1[CH:5]=[CH:4][CH:3]=[C:2]1[CH2:6][C:7]([NH:9][CH:10]1[C:39](=[O:40])[N:12]2[C:13]([C:23]([OH:25])=[O:24])=[C:14]([C:17]([O:19][CH2:20][CH2:21][CH3:22])=[O:18])[CH2:15][S:16][C@H:11]12)=[O:8] |f:1.2|. Reported procedure: Benzhydryl 7-thienylacetamido- 3-(n-propoxycarbonyl)-3-cephem-4-carboxylate was deesterified (65%) with a trifluoroacetic acid-anisole mixture as described in Example 10 to give the title acid as a white solid. The product exhibited biological activity against both gram-positive and gram-negative organisms. Starting materials: C1CCOC1, COC(=O)c1c(Cc2ccc(C(=O)O)cc2)c(=O)c2ccc(Cl)cc2n1-c1ccccc1, CCN(C(C)C)C(C)C, CN(C)C(=O)CC(C)(C)N. Yields the product COC(=O)c1c(Cc2ccc(C(=O)NC(C)(C)CC(=O)N(C)C)cc2)c(=O)c2ccc(Cl)cc2n1-c1ccccc1. Reaction SMILES: [CH2:52]1[O:53][CH2:54][CH2:55][CH2:56]1.[CH3:1][O:2][C:3](=[O:4])[c:5]1[n:6](-[c:27]2[cH:28][cH:29][cH:30][cH:31][cH:32]2)[c:7]2[cH:8][c:9]([Cl:26])[cH:10][cH:11][c:12]2[c:13](=[O:25])[c:14]1[CH2:15][c:16]1[cH:17][cH:18][c:19]([C:22](=[O:23])[OH:24])[cH:20][cH:21]1.[CH:43]([N:44]([CH2:45][CH3:46])[CH:47]([CH3:48])[CH3:49])([CH3:50])[CH3:51].[NH2:33][C:34]([CH2:35][C:36](=[O:37])[N:38]([CH3:39])[CH3:40])([CH3:41])[CH3:42]>>[CH3:1][O:2][C:3](=[O:4])[c:5]1[n:6](-[c:27]2[cH:28][cH:29][cH:30][cH:31][cH:32]2)[c:7]2[cH:8][c:9]([Cl:26])[cH:10][cH:11][c:12]2[c:13](=[O:25])[c:14]1[CH2:15][c:16]1[cH:17][cH:18][c:19]([C:22](=[O:23])[NH:33][C:34]([CH2:35][C:36](=[O:37])[N:38]([CH3:39])[CH3:40])([CH3:41])[CH3:42])[cH:20][cH:21]1. The reactants are O=[O+][O-] (ozone), O=[O+][O-] (ozone), C(C=CC)C1C(C2=CC(=CC=C2C1)CC)=O ((RS)-2-(2-buten-1-yl)-6-ethyl-1-indanone). The solvent is ClCCl (dichloromethane), CO (methanol). Reaction conditions: time 40 minute. The product is O=CCC1C(C2=CC(=CC=C2C1)CC)=O ((RS)-2-(2-oxoethyl)-6-ethyl-indanone). Isolated yield 93.0%. As a reaction SMILES: [O:1]=[O+][O-].[CH2:4]([CH:8]1[CH2:16][C:15]2[C:10](=[CH:11][C:12]([CH2:17][CH3:18])=[CH:13][CH:14]=2)[C:9]1=[O:19])[CH:5]=CC>ClCCl.CO>[O:1]=[CH:5][CH2:4][CH:8]1[CH2:16][C:15]2[C:10](=[CH:11][C:12]([CH2:17][CH3:18])=[CH:13][CH:14]=2)[C:9]1=[O:19]. Procedure: An ozone stream (3 g ozone/hour) was conducted for 40 minutes while stirring through a solution, cooled to -70°, of 7.92 g of (RS)-2-(2-buten-1-yl)-6-ethyl-1-indanone in 150 ml of anhydrous dichloromethane and 30 ml of anhydrous methanol. Subsequently, the mixture was flushed with oxygen for 5 minutes and with argon for 10 minutes. After the addition of 3.36 ml of dimethyl sulfide, the mixture was stirred at room temperature for 15 hours. The reaction mixture was evaporated in a vacuum. The resi... Starting materials: C(C1=CC=CC=C1)O[C@H]1C(CP(=O)(OC)OC)(O)O[C@@H]([C@H]([C@@H]1OCC1=CC=CC=C1)OCC1=CC=CC=C1)COCC1=CC=CC=C1 (3,4,5,7-tetra-O-benzyl-1-deoxy-1-(dimethoxyphosphoryl)-D-gluco-2-heptulopyranose), [BH4-].[Na+] (sodium borohydride). Run in O1CCCC1 (tetrahydrofuran). Run at time 8 hour. Product: C(C1=CC=CC=C1)O[C@@H]([C@H](CP(=O)(OC)OC)O)[C@@H](OCC1=CC=CC=C1)[C@H](OCC1=CC=CC=C1)[C@H](O)COCC1=CC=CC=C1 (3,4,5,7-tetra-O-benzyl-1-deoxy-1-(dimethoxyphosphoryl)-D-glycero-D-gulo-heptitol). Isolated yield 89.6%. RXN SMILES: [CH2:1]([O:8][C@@H:9]1[C@@H:22]([O:23][CH2:24][C:25]2[CH:30]=[CH:29][CH:28]=[CH:27][CH:26]=2)[C@H:21]([O:31][CH2:32][C:33]2[CH:38]=[CH:37][CH:36]=[CH:35][CH:34]=2)[C@@H:20]([CH2:39][O:40][CH2:41][C:42]2[CH:47]=[CH:46][CH:45]=[CH:44][CH:43]=2)[O:19][C:10]1([OH:18])[CH2:11][P:12]([O:16][CH3:17])([O:14][CH3:15])=[O:13])[C:2]1[CH:7]=[CH:6][CH:5]=[CH:4][CH:3]=1.[BH4-].[Na+]>O1CCCC1>[CH2:1]([O:8][C@H:9]([C@H:22]([C@@H:21]([C@@H:20]([CH2:39][O:40][CH2:41][C:42]1[CH:47]=[CH:46][CH:45]=[CH:44][CH:43]=1)[OH:19])[O:31][CH2:32][C:33]1[CH:38]=[CH:37][CH:36]=[CH:35][CH:34]=1)[O:23][CH2:24][C:25]1[CH:26]=[CH:27][CH:28]=[CH:29][CH:30]=1)[C@@H:10]([OH:18])[CH2:11][P:12]([O:14][CH3:15])([O:16][CH3:17])=[O:13])[C:2]1[CH:7]=[CH:6][CH:5]=[CH:4][CH:3]=1 |f:1.2|. Procedure: To a solution of 3,4,5,7-tetra-O-benzyl-1-deoxy-1-(dimethoxyphosphoryl)-D-gluco-2-heptulopyranose (13.8 g) in tetrahydrofuran (140 ml) was added sodium borohydride (1.4 g). The mixture was stirred overnight at room temperature. The reaction mixture was concentrated under reduced pressure, and the residue was distributed between ethyl acetate (500 ml) and water (300 ml). The ethyl acetate layer was washed with water, dried over anhydrous sodium sulfate and concentrated under reduced pressure. The... Reactants: C(C)(=O)OCC=1C(=NC=CC1Cl)N1C(C2=CC=3CC(CC3N2CC1)(C)C)=O ((4-Chloro-2-{4,4-dimethyl-9-oxo-1,10-diazatricyclo-[6.4.0.02,6]dodeca-2(6),7-dien-10-yl}pyridin-3-yl)methyl Acetate), B1(OC(C(O1)(C)C)(C)C)B2OC(C(O2)(C)C)(C)C (Pin2B2), CC(C)C1=CC(=C(C(=C1)C(C)C)C2=C(C=CC=C2)P(C3CCCCC3)C4CCCCC4)C(C)C (x-phos), C(C)(=O)[O-].[K+] (potassium acetate). Reagents/catalysts: C1=CC=C(C=C1)P([C-]2C=CC=C2)C3=CC=CC=C3.C1=CC=C(C=C1)P([C-]2C=CC=C2)C3=CC=CC=C3.Cl[Pd]Cl.[Fe+2] (PdCl2(dppf)). The solvent is O1CCOCC1 (dioxane). Run at temperature 65 celsius. Yields the product C(C)(=O)OCC=1C(=NC=CC1B(O)O)N1C(C2=CC=3CC(CC3N2CC1)(C)C)=O ({3-[(Acetyloxy)methyl]-2-{4,4-dimethyl-9-oxo-1,10-diazatricyclo[6.4.0.02,6]dodeca-2(6),7-dien-10-yl}pyridin-4-yl}boronic Acid). Isolated yield 86.8%. As a reaction SMILES: [C:1]([O:4][CH2:5][C:6]1[C:7]([N:13]2[CH2:24][CH2:23][N:22]3[C:15](=[CH:16][C:17]4[CH2:18][C:19]([CH3:26])([CH3:25])[CH2:20][C:21]=43)[C:14]2=[O:27])=[N:8][CH:9]=[CH:10][C:11]=1Cl)(=[O:3])[CH3:2].[B:28]1(B2OC(C)(C)C(C)(C)O2)[O:32]C(C)(C)C(C)(C)[O:29]1.CC(C1C=C(C(C)C)C(C2C=CC=CC=2P(C2CCCCC2)C2CCCCC2)=C(C(C)C)C=1)C.C([O-])(=O)C.[K+]>C1C=CC(P(C2C=CC=CC=2)[C-]2C=CC=C2)=CC=1.C1C=CC(P(C2C=CC=CC=2)[C-]2C=CC=C2)=CC=1.Cl[Pd]Cl.[Fe+2].O1CCOCC1>[C:1]([O:4][CH2:5][C:6]1[C:7]([N:13]2[CH2:24][CH2:23][N:22]3[C:15](=[CH:16][C:17]4[CH2:18][C:19]([CH3:26])([CH3:25])[CH2:20][C:21]=43)[C:14]2=[O:27])=[N:8][CH:9]=[CH:10][C:11]=1[B:28]([OH:32])[OH:29])(=[O:3])[CH3:2] |f:3.4,5.6.7.8|. Procedure details: A 250-mL single-neck round-bottomed flask equipped with a magnetic stirrer and a reflux condenser was charged with 199d (4.5 g, 1.0 eq., 11.6 mmol), Pin2B2 (7.38 g, 2.5 eq., 29.0 mmol), PdCl2(dppf) (473 mg, 0.05 eq., 0.58 mmol), x-phos (470 mg, 0.1 eq., 1.16 mmol), potassium acetate (3.41 g, 3.0 eq., 34.8 mmol), and dioxane (100 mL). After three cycles of vacuum/argon flush, the mixture was heated at 65° C. for 4 h. It was then cooled to room temperature and filtered. The filtrate was concentrat... Reported procedure: A solution of 6.7 g of bromine in 5 ml of acetic acid is slowly added dropwise at room temperature to a mixture of 5.7 g of 3,4-dicyanoaniline, 3.6 g of sodium acetate and 25 ml of acetic acid. When the addition of bromine is complete, the mixture is further stirred at room temperature until no more educt can be detected in a thin-layer chromatogram. The acetic acid is then removed in vacuo in a rotary evaporator. The residue is taken up in warm water and the product is isolated by filtration. T... As a reaction SMILES: [Br:1]Br.[C:3]([C:5]1[CH:6]=[C:7]([CH:9]=[CH:10][C:11]=1[C:12]#[N:13])[NH2:8])#[N:4].C([O-])(=O)C.[Na+]>C(O)(=O)C>[Br:1][NH:8][C:7]1[CH:9]=[CH:10][C:11]([C:12]#[N:13])=[C:5]([C:3]#[N:4])[CH:6]=1 |f:2.3|. The product is BrNC1=CC(=C(C=C1)C#N)C#N (bromo-3,4-dicyanoaniline). Solvent: C(C)(=O)O (acetic acid), C(C)(=O)O (acetic acid). Reactants: BrBr (bromine), BrBr (bromine), C(#N)C=1C=C(N)C=CC1C#N (3,4-dicyanoaniline), C(C)(=O)[O-].[Na+] (sodium acetate).